This data is from the Open Reaction Database (ORD), a public repository of structured organic reaction records. The task is: describe an organic reaction: reactants, conditions, products, and yield The reactants are CC1=C(C=CC(=C1)[N+](=O)[O-])N=C=S (2-Methyl-4-nitrophenyl isothiocyanate), N[C@@H](C)C1CCCCC1 ((1S)-1-amino-1-cyclohexylethane), ClC(C(=O)O)C (α-chloropropionic acid). The product is CC1=C(C=CC(=C1)[N+](=O)[O-])N=C1SC(C(N1[C@@H](C)C1CCCCC1)=O)C (2-(2-methyl-4-nitrophenylimino)-3-((1S)-1-cyclohexylethyl)-5-methyl-1,3-thiazolidin4-one). As a reaction SMILES: [CH3:1][C:2]1[CH:7]=[C:6]([N+:8]([O-:10])=[O:9])[CH:5]=[CH:4][C:3]=1[N:11]=[C:12]=[S:13].[NH2:14][C@H:15]([CH:17]1[CH2:22][CH2:21][CH2:20][CH2:19][CH2:18]1)[CH3:16].Cl[CH:24]([CH3:28])[C:25](O)=[O:26]>>[CH3:1][C:2]1[CH:7]=[C:6]([N+:8]([O-:10])=[O:9])[CH:5]=[CH:4][C:3]=1[N:11]=[C:12]1[N:14]([C@H:15]([CH:17]2[CH2:22][CH2:21][CH2:20][CH2:19][CH2:18]2)[CH3:16])[C:25](=[O:26])[CH:24]([CH3:28])[S:13]1. Procedure details: 2-Methyl-4-nitrophenyl isothiocyanate was reacted with (1S)-1-amino-1-cyclohexylethane followed by α-chloropropionic acid according to Method C8a to afford 2-(2-methyl-4-nitrophenylimino)-3-((1S)-1-cyclohexylethyl)-5-methyl-1,3-thiazolidin4-one. Starting materials: Cl.NO (hydroxylamine monohydrogen chloride), C(C)(C)(C)OC(=O)N1[C@H](C[C@H](CC1)OC1=CC(=CC=C1)Br)C (4-(3-bromo-phenoxy)-cis 2-methyl-piperidine-1-carboxylic acid tert-butyl ester), C(C1=CC=CC=C1)(C1=CC=CC=C1)=N (benzhydrylideneamine), CC(C)([O-])C.[Na+] (sodium-t-butoxide), C(C)(=O)[O-].[Na+] (sodium acetate). Reagents/catalysts: C=1C=CC(=CC1)/C=C/C(=O)/C=C/C2=CC=CC=C2.C=1C=CC(=CC1)/C=C/C(=O)/C=C/C2=CC=CC=C2.C=1C=CC(=CC1)/C=C/C(=O)/C=C/C2=CC=CC=C2.[Pd].[Pd] (tris(dibenzylideneacetone)-dipalladium(0)), C1(=CC=CC=C1)P(C1=C(C2=CC=CC=C2C=C1)C1=C(C=CC2=CC=CC=C12)P(C1=CC=CC=C1)C1=CC=CC=C1)C1=CC=CC=C1 (2,2′-bis(diphenylphosphino)-1,1′-binaphthyl). Run in C1(=CC=CC=C1)C (toluene), CO (methanol). Run at temperature 100 celsius, time 10 minute. Yields the product C(C)(C)(C)OC(=O)N1[C@H](C[C@H](CC1)OC1=CC(=CC=C1)N)C (4-(3-Amino-phenoxy)-cis-2-methyl-piperidine-1-carboxylic acid tert-butyl ester). The yield is 59.0%. RXN SMILES: [C:1]([O:5][C:6]([N:8]1[CH2:13][CH2:12][C@H:11]([O:14][C:15]2[CH:20]=[CH:19][CH:18]=[C:17](Br)[CH:16]=2)[CH2:10][C@@H:9]1[CH3:22])=[O:7])([CH3:4])([CH3:3])[CH3:2].C(=[NH:36])(C1C=CC=CC=1)C1C=CC=CC=1.CC(C)([O-])C.[Na+].C([O-])(=O)C.[Na+].Cl.NO>CO.C1C=CC(/C=C/C(/C=C/C2C=CC=CC=2)=O)=CC=1.C1C=CC(/C=C/C(/C=C/C2C=CC=CC=2)=O)=CC=1.C1C=CC(/C=C/C(/C=C/C2C=CC=CC=2)=O)=CC=1.[Pd].[Pd].C1(P(C2C=CC=CC=2)C2C=CC3C(=CC=CC=3)C=2C2C3C(=CC=CC=3)C=CC=2P(C2C=CC=CC=2)C2C=CC=CC=2)C=CC=CC=1.C1(C)C=CC=CC=1>[C:1]([O:5][C:6]([N:8]1[CH2:13][CH2:12][C@H:11]([O:14][C:15]2[CH:20]=[CH:19][CH:18]=[C:17]([NH2:36])[CH:16]=2)[CH2:10][C@@H:9]1[CH3:22])=[O:7])([CH3:4])([CH3:3])[CH3:2] |f:2.3,4.5,6.7,9.10.11.12.13|. Procedure details: Combine 4-(3-bromo-phenoxy)-cis 2-methyl-piperidine-1-carboxylic acid tert-butyl ester isomer 1 (preparation 22, 2.47 g, 6.67 mmol), benzhydrylideneamine (1.45 g, 8.0 mmol), toluene (100 mL), sodium-t-butoxide (0.9 g, 9.34 mmol) and 2,2′-bis(diphenylphosphino)-1,1′-binaphthyl (0.17 g, 0.27 mmol), stir and heat at 100° C. After 10 min., add tris(dibenzylideneacetone)-dipalladium(0) (0.12 g, 0.13 mmol), stir and heat at 100° C. After 4 hr., cool to ambient temperature and partition between water (... Reactants: COC(=O)c1ncccc1C(C)=O, CCO, Cl, [Li+], [OH-], O, O. Product: CC(=O)c1cccnc1C(=O)O. As a reaction SMILES: [C:1]([CH3:2])(=[O:3])[c:4]1[c:5]([C:10](=[O:11])[O:12][CH3:13])[n:6][cH:7][cH:8][cH:9]1.[CH3:18][CH2:19][OH:20].[ClH:17].[Li+:16].[OH-:15].[OH2:14].[OH2:21]>>[C:1]([CH3:2])(=[O:3])[c:4]1[c:5]([C:10](=[O:11])[OH:12])[n:6][cH:7][cH:8][cH:9]1. The reactants are CC(C=CC(C)=O)=CC(CC=C)C (5,7-dimethyl-3,5,9-decatrien-2-one), stainless steel. The reagents and catalysts are [Ru] (rutheniumon carbon). The solvent is CO (methanol). Run at temperature 30 celsius, time 10 minute. Product: CC(CCC(C)O)CC(CCC)C (5,7-dimethyl-2-decanol). Yield: 86.8%. RXN SMILES: [CH3:1][C:2](=[CH:8][CH:9]([CH3:13])[CH2:10][CH:11]=[CH2:12])[CH:3]=[CH:4][C:5](=[O:7])[CH3:6]>[Ru].CO>[CH3:1][CH:2]([CH2:8][CH:9]([CH3:13])[CH2:10][CH2:11][CH3:12])[CH2:3][CH2:4][CH:5]([OH:7])[CH3:6]. Procedure: To a glass autoclave liner is added 249 g of 5,7-dimethyl-3,5,9-decatrien-2-one, 2.2 g of 5% rutheniumon carbon and 200 ml of methanol. The glass liner is sealed inside a 3 L, stainless steel, rocking autoclave and the autoclave purged once with 250 psig N2, once with 250 psig H2 and then charged with 500 psig H2. With mixing, the reaction mixture is heated. At about 75° C., the reaction initiates and begins consuming H2 and exotherms to 170° C. In 10 minutes, the temperature has dropped to 115-...